Dataset: the Open Reaction Database (ORD), a public repository of structured organic reaction records. Task: describe an organic reaction: reactants, conditions, products, and yield The reactants are CN(C)C=O, CC#N, CNC(=S)NCCSCc1ccsn1, N#CN, [Pb]. The product is CN=C(NC#N)NCCSCc1ccsn1. RXN SMILES: [CH3:19][N:20]([CH3:21])[CH:22]=[O:23].[CH3:24][C:25]#[N:26].[CH3:5][NH:6][C:7](=[S:8])[NH:9][CH2:10][CH2:11][S:12][CH2:13][c:14]1[n:15][s:16][cH:17][cH:18]1.[N:1]#[C:2][NH2:3].[Pb:4]>>[N:1]#[C:2][NH:3][C:7](=[N:6][CH3:5])[NH:9][CH2:10][CH2:11][S:12][CH2:13][c:14]1[n:15][s:16][cH:17][cH:18]1. Reactants: ClC1=CC=C(C=C1)C1CNC(C2=CC(=CC=C12)C=1N=NC(=CC1)Cl)C (4-(4-chloro-phenyl)-7-(6-chloro-pyridazin-3-yl)-1-methyl-1,2,3,4-tetrahydro-isoquinoline), NN (hydrazine). The reagents and catalysts are [Pd] (Pd/C). Run in C(C)O (ethanol). The product is ClC1=CC=C(C=C1)C1CNC(C2=CC(=CC=C12)C=1N=NC=CC1)C (4-(4-Chloro-phenyl)-7-(pyridazin-3-yl)-1-methyl-1,2,3,4-tetrahydro-isoquinoline). Yield: 57.8%. RXN SMILES: [Cl:1][C:2]1[CH:7]=[CH:6][C:5]([CH:8]2[C:17]3[C:12](=[CH:13][C:14]([C:18]4[N:19]=[N:20][C:21](Cl)=[CH:22][CH:23]=4)=[CH:15][CH:16]=3)[CH:11]([CH3:25])[NH:10][CH2:9]2)=[CH:4][CH:3]=1.NN>C(O)C.[Pd]>[Cl:1][C:2]1[CH:3]=[CH:4][C:5]([CH:8]2[C:17]3[C:12](=[CH:13][C:14]([C:18]4[N:19]=[N:20][CH:21]=[CH:22][CH:23]=4)=[CH:15][CH:16]=3)[CH:11]([CH3:25])[NH:10][CH2:9]2)=[CH:6][CH:7]=1. Reported procedure: To a solution of the product from Step F of Example 6, (190 mg, 0.51 mmol) in ethanol (15 mL) was added hydrazine (1 mL, 20.6 mmol) and 10% Pd/C (100 mg). The reaction mixture was heated at reflux for 1 hour. The mixture was then filtered through celite and the celite bed was washed with methanol. The filtrate was concentrated and purified by column chromatography (silica gel, 1% to 5% MeOH/CH2Cl2) to provide 4-(4-Chloro-phenyl)-7-(pyridazin-3-yl)-1-methyl-1,2,3,4-tetrahydro-isoquinoline (99 mg,...